This data is from the Open Reaction Database (ORD), a public repository of structured organic reaction records. The task is: describe an organic reaction: reactants, conditions, products, and yield Reactants: Cl (Hydrogen chloride), COC1=CC(=C(C#N)C=C1)OCCC (4-methoxy-2-propoxy-benzonitrile), C(C)O (ethanol), Cl (hydrogen chloride). Reaction conditions: time 1 hour. The product is Cl.COC1=CC(=C(C(OCC)=N)C=C1)OCCC (ethyl 4-methoxy-2-propoxy-benzimidate hydrochloride). Reaction SMILES: [ClH:1].[CH3:2][O:3][C:4]1[CH:11]=[CH:10][C:7]([C:8]#[N:9])=[C:6]([O:12][CH2:13][CH2:14][CH3:15])[CH:5]=1.[CH2:16]([OH:18])[CH3:17]>>[ClH:1].[CH3:2][O:3][C:4]1[CH:11]=[CH:10][C:7]([C:8](=[NH:9])[O:18][CH2:16][CH3:17])=[C:6]([O:12][CH2:13][CH2:14][CH3:15])[CH:5]=1 |f:3.4|. Procedure: Hydrogen chloride gas was passed through a solution of 4-methoxy-2-propoxy-benzonitrile (280 mg, 1.464 mmol) in anhydrous ethanol (20 mL) at 0° C. After 1 h, hydrogen chloride gas was stopped and the reaction vessel was sealed with a stopper. After stirring at room temperature for 2 d, the reaction vessel was cooled to 0° C. and the stopper was removed. The solvent was evaporated in vacuo and the residue was triturated in diethyl ether to afford crude ethyl 4-methoxy-2-propoxy-benzimidate hydroc... Starting materials: CC1CC(CC(=O)O)n2c(=O)c(=O)[nH]c3cc(Br)cc1c32, Nc1ccccc1. Product: CC1CC(CC(=O)Nc2ccccc2)n2c(=O)c(=O)[nH]c3cc(Br)cc1c32. As a reaction SMILES: [Br:1][c:2]1[cH:3][c:4]2[c:5]3[n:6]([c:7](=[O:13])[c:8](=[O:12])[nH:9][c:10]3[cH:11]1)[CH:14]([CH2:18][C:19](=[O:20])[OH:21])[CH2:15][CH:16]2[CH3:17].[NH2:22][c:23]1[cH:24][cH:25][cH:26][cH:27][cH:28]1>>[Br:1][c:2]1[cH:3][c:4]2[c:5]3[n:6]([c:7](=[O:13])[c:8](=[O:12])[nH:9][c:10]3[cH:11]1)[CH:14]([CH2:18][C:19](=[O:20])[NH:22][c:23]1[cH:24][cH:25][cH:26][cH:27][cH:28]1)[CH2:15][CH:16]2[CH3:17]. The reactants are CCOC(=O)c1cc2c(Br)nn(C(C)OCC)c2s1, CN1CCN(c2ccc(C(N)=O)cc2)CC1, CNCCNC, [Cu]I, [K+], [K+], [K+], C1COCCO1, O=P([O-])([O-])[O-]. Product: CCOC(=O)c1cc2c(NC(=O)c3ccc(N4CCN(C)CC4)cc3)nn(C(C)OCC)c2s1. RXN SMILES: [Br:1][c:2]1[c:3]2[c:4]([n:5]([CH:7]([CH3:8])[O:9][CH2:10][CH3:11])[n:6]1)[s:12][c:13]([C:15](=[O:16])[O:17][CH2:18][CH3:19])[cH:14]2.[CH3:20][N:21]1[CH2:22][CH2:23][N:24]([c:27]2[cH:28][cH:29][c:30]([C:31](=[O:32])[NH2:33])[cH:34][cH:35]2)[CH2:25][CH2:26]1.[CH3:44][NH:45][CH2:46][CH2:47][NH:48][CH3:49].[Cu:50][I:51].[K+:41].[K+:42].[K+:43].[O:52]1[CH2:53][CH2:54][O:55][CH2:56][CH2:57]1.[P:36]([O-:37])([O-:38])([O-:39])=[O:40]>>[c:2]1([NH:33][C:31]([c:30]2[cH:29][cH:28][c:27]([N:24]3[CH2:23][CH2:22][N:21]([CH3:20])[CH2:26][CH2:25]3)[cH:35][cH:34]2)=[O:32])[c:3]2[c:4]([n:5]([CH:7]([CH3:8])[O:9][CH2:10][CH3:11])[n:6]1)[s:12][c:13]([C:15](=[O:16])[O:17][CH2:18][CH3:19])[cH:14]2. Starting materials: C1(CC1)COC=1C(=NC(=NC1)NS(=O)(=O)C)C1=CN(C(C(=C1)C)=O)C (N-[5-(cyclopropylmethoxy)-4-(1,5-dimethyl-6-oxopyridin-3-yl)pyrimidin-2-yl]methanesulfonamide), C(C)I (ethyl iodide). The product is C1(CC1)COC=1C(=NC(=NC1)N(S(=O)(=O)C)CC)C1=CN(C(C(=C1)C)=O)C (N-[5-(cyclopropylmethoxy)-4-(1,5-dimethyl-6-oxopyridin-3-yl)pyrimidin-2-yl]-N-ethylmethanesulfonamide). Reaction SMILES: [CH:1]1([CH2:4][O:5][C:6]2[C:7]([C:17]3[CH:22]=[C:21]([CH3:23])[C:20](=[O:24])[N:19]([CH3:25])[CH:18]=3)=[N:8][C:9]([NH:12][S:13]([CH3:16])(=[O:15])=[O:14])=[N:10][CH:11]=2)[CH2:3][CH2:2]1.[CH2:26](I)[CH3:27]>>[CH:1]1([CH2:4][O:5][C:6]2[C:7]([C:17]3[CH:22]=[C:21]([CH3:23])[C:20](=[O:24])[N:19]([CH3:25])[CH:18]=3)=[N:8][C:9]([N:12]([CH2:26][CH3:27])[S:13]([CH3:16])(=[O:15])=[O:14])=[N:10][CH:11]=2)[CH2:3][CH2:2]1. Procedure details: The title compound of Example 153 was treated with ethyl iodide in a manner similar to Example 161 to give the title compound. 1H NMR (400 MHz, DMSO-d6) δ ppm 0.36-0.42 (m, 2H) 0.60-0.66 (m, 2H) 1.25 (t, J=6.82 Hz, 3H) 1.29-1.40 (m, 1H) 2.09 (s, 3H) 3.48 (s, 3H) 3.56 (s, 3H) 3.88-4.20 (m, 4H) 8.13 (s, 1H) 8.49 (s, 1H) 8.69 (s, 1H).). LCMS: 393 (M+H)+ Starting materials: O1CCN(CC1)C1=CC=NC2=CC=C(C=C12)B(O)O (4-morpholinoquinolin-6-ylboronic acid), C(=O)([O-])[O-].[Na+].[Na+] (Na2CO3), BrC=1C=C(C(=NC1)Cl)CO ((5-bromo-2-chloropyridin-3-yl)methanol). Reagents/catalysts: C1=CC=C(C=C1)P([C-]2C=CC=C2)C3=CC=CC=C3.C1=CC=C(C=C1)P([C-]2C=CC=C2)C3=CC=CC=C3.Cl[Pd]Cl.[Fe+2] (PdCl2(dppf)). The solvent is COCCOC (DME), O (water). Run at temperature 95 celsius, time 2 hour. The product is ClC1=NC=C(C=C1CO)C=1C=C2C(=CC=NC2=CC1)N1CCOCC1 ((2-chloro-5-(4-(4-morpholinyl)-6-quinolinyl)-3-pyridinyl)methanol). Yield: 33.4%. Reaction SMILES: [O:1]1[CH2:6][CH2:5][N:4]([C:7]2[C:16]3[C:11](=[CH:12][CH:13]=[C:14](B(O)O)[CH:15]=3)[N:10]=[CH:9][CH:8]=2)[CH2:3][CH2:2]1.C([O-])([O-])=O.[Na+].[Na+].Br[C:27]1[CH:28]=[C:29]([CH2:34][OH:35])[C:30]([Cl:33])=[N:31][CH:32]=1>COCCOC.O.C1C=CC(P(C2C=CC=CC=2)[C-]2C=CC=C2)=CC=1.C1C=CC(P(C2C=CC=CC=2)[C-]2C=CC=C2)=CC=1.Cl[Pd]Cl.[Fe+2]>[Cl:33][C:30]1[C:29]([CH2:34][OH:35])=[CH:28][C:27]([C:14]2[CH:15]=[C:16]3[C:11](=[CH:12][CH:13]=2)[N:10]=[CH:9][CH:8]=[C:7]3[N:4]2[CH2:5][CH2:6][O:1][CH2:2][CH2:3]2)=[CH:32][N:31]=1 |f:1.2.3,7.8.9.10|. Procedure: (Some starting materials may be obtained from Adesis Inc., New Castle, Del.) A mixture of 4-morpholinoquinolin-6-ylboronic acid (500 mg, 1937 μmol), PdCl2(dppf) (70.9 mg, 96.9 μmol), Na2CO3 (616 mg, 5812 μmol) and (5-bromo-2-chloropyridin-3-yl)methanol (431 mg, 1937 μmol) in DME (8 mL) and water (3 mL) was heated to 95° C. under nitrogen. After 2 h, the mixture was concentrated and the residue was partitioned between water and DCM containing iPrOH (1%). The aqueous layer was extracted several ti... Reactants: COc1cc(C#N)ccc1NS(=O)(=O)O, [Na], O=P(Cl)(Cl)Cl. Yields the product COc1cc(C#N)ccc1NS(=O)(=O)Cl. RXN SMILES: [C:2](#[N:3])[c:4]1[cH:5][c:6]([O:15][CH3:16])[c:7]([NH:10][S:11]([OH:12])(=[O:13])=[O:14])[cH:8][cH:9]1.[Na:1].[P:17]([Cl:18])([Cl:19])([Cl:20])=[O:21]>>[C:2](#[N:3])[c:4]1[cH:5][c:6]([O:15][CH3:16])[c:7]([NH:10][S:11](=[O:12])(=[O:13])[Cl:19])[cH:8][cH:9]1. Reactants: Cc1cc2ncc(C#N)c(Cl)c2s1, COc1cc(N)c(Cl)cc1Cl, [H-], [Na+], C1CCOC1. Product: COc1cc(Nc2c(C#N)cnc3cc(C)sc23)c(Cl)cc1Cl. As a reaction SMILES: [Cl:14][c:15]1[c:16]2[c:17]([n:18][cH:19][c:20]1[C:21]#[N:22])[cH:23][c:24]([CH3:26])[s:25]2.[Cl:1][c:2]1[c:3]([NH2:4])[cH:5][c:6]([O:10][CH3:11])[c:7]([Cl:9])[cH:8]1.[H-:12].[Na+:13].[O:27]1[CH2:28][CH2:29][CH2:30][CH2:31]1>>[Cl:1][c:2]1[c:3]([NH:4][c:15]2[c:16]3[c:17]([n:18][cH:19][c:20]2[C:21]#[N:22])[cH:23][c:24]([CH3:26])[s:25]3)[cH:5][c:6]([O:10][CH3:11])[c:7]([Cl:9])[cH:8]1.